From a dataset of the Open Reaction Database (ORD), a public repository of structured organic reaction records. describe an organic reaction: reactants, conditions, products, and yield Reactants: BrC1=C(C=C(C=C1)N1N=C(C=C1)[N+](=O)[O-])OC (1-(4-bromo-3-methoxyphenyl)-3-nitro-1H-pyrazole), C(C)(=O)O (acetic acid). Reagents/catalysts: [Zn] (zinc). Solvent: C1(=CC=CC=C1)C (toluene), C(Cl)Cl (DCM). Conditions: time 8 hour. Yields the product BrC1=C(C=C(C=C1)N1N=C(C=C1)N)OC (1-(4-bromo-3-methoxyphenyl)-1H-pyrazol-3-amine). The yield is 91.8%. RXN SMILES: [Br:1][C:2]1[CH:7]=[CH:6][C:5]([N:8]2[CH:12]=[CH:11][C:10]([N+:13]([O-])=O)=[N:9]2)=[CH:4][C:3]=1[O:16][CH3:17].C(O)(=O)C>C(Cl)Cl.C1(C)C=CC=CC=1.[Zn]>[Br:1][C:2]1[CH:7]=[CH:6][C:5]([N:8]2[CH:12]=[CH:11][C:10]([NH2:13])=[N:9]2)=[CH:4][C:3]=1[O:16][CH3:17]. Procedure: To a mixture of 1-(4-bromo-3-methoxyphenyl)-3-nitro-1H-pyrazole (2.3 g, 7.72 mmol) in DCM (24 mL) and acetic acid (6.18 mL, 108 mmol) was added zinc dust (2.52 g, 38.6 mmol) at 0° C. The reaction mixture was stirred at 0° C. to RT overnight. The reaction mixture was filtered through celite, rinsed with EtOAc and concentrated in vacuo. The residue was purified by silica chromatography (EtOAc/heptane=10:90 to 50:50) to give a white foam which was dissolved in 6 mL of toluene, concentrated and drie... Starting materials: C(CCCCCCCC)(=O)NCCCCCC(=O)O (N-nonanoyl-6-aminocaproic acid), OO (hydrogen peroxide). Solvent: CS(=O)(=O)O (methanesulfonic acid), CS(=O)(=O)O (methanesulfonic acid). Product: C(CCCCCCCC)(=O)NCCCCCC(=O)O (N-nonanoyl-6-aminocaproic acid), OO (hydrogen peroxide), C(CCCCCCCC)(=O)NCCCCCC(=O)OO (N-nonanoyl-6-aminoperoxycaproic acid). RXN SMILES: [C:1]([NH:11][CH2:12][CH2:13][CH2:14][CH2:15][CH2:16][C:17]([OH:19])=[O:18])(=[O:10])[CH2:2][CH2:3][CH2:4][CH2:5][CH2:6][CH2:7][CH2:8][CH3:9].[OH:20][OH:21]>CS(O)(=O)=O>[C:1]([NH:11][CH2:12][CH2:13][CH2:14][CH2:15][CH2:16][C:17]([OH:19])=[O:18])(=[O:10])[CH2:2][CH2:3][CH2:4][CH2:5][CH2:6][CH2:7][CH2:8][CH3:9].[OH:20][OH:21].[C:1]([NH:11][CH2:12][CH2:13][CH2:14][CH2:15][CH2:16][C:17]([O:19][OH:20])=[O:18])(=[O:10])[CH2:2][CH2:3][CH2:4][CH2:5][CH2:6][CH2:7][CH2:8][CH3:9]. Reported procedure: N-nonanoyl-6-aminoperoxycaproic acid was prepared by reaction of N-nonanoyl-6-aminocaproic acid with hydrogen peroxide in 98% methanesulfonic acid according to the procedure described in Example II. From 103 g (0.381 mol) of N-nonanoyl-6-aminocaproic acid, 44 g (1.29 mol) of hydrogen peroxide, and 170 mL of methanesulfonic acid was obtained 74.2 g of N-nonanoyl-6-aminoperoxycaproic acid having a peroxyacid AvO of 5.31% and a mp of 60° C. (theoretical yield=109.5 g of 5.57% AvO). Reactants: CCN(CC)CC(=O)OC, CCO, NN. Yields the product CCN(CC)CC(=O)NN. RXN SMILES: [CH2:1]([CH3:2])[N:3]([CH2:4][C:5](=[O:6])[O:7][CH3:8])[CH2:9][CH3:10].[CH3:13][CH2:14][OH:15].[NH2:11][NH2:12]>>[CH2:1]([CH3:2])[N:3]([CH2:4][C:5](=[O:6])[NH:12][NH2:11])[CH2:9][CH3:10]. The reactants are [N+](=O)([O-])[O-].[Mg+2].[N+](=O)([O-])[O-] (magnesium nitrate), aqueous solution, C(C)C1=C(CP([O-])([O-])=O)C=C(C(=C1C(C)(C)C)O)C(C)(C)C.[Na+].[Na+] (sodium (o-ethyl 3,5-di-tert-butyl-4-hydroxybenzylphosphonate)). Product: C(C)C1=C(CP([O-])([O-])=O)C=C(C(=C1C(C)(C)C)O)C(C)(C)C.C(C)C1=C(CP([O-])([O-])=O)C=C(C(=C1C(C)(C)C)O)C(C)(C)C.[Mg+2].[Mg+2] (magnesium bis(o-ethyl 3,5-di-tert-butyl-4-hydroxybenzylphosphonate)). As a reaction SMILES: [N+]([O-])([O-])=O.[Mg+2:5].[N+]([O-])([O-])=O.[CH2:10]([C:12]1[C:22]([C:23]([CH3:26])([CH3:25])[CH3:24])=[C:21]([OH:27])[C:20]([C:28]([CH3:31])([CH3:30])[CH3:29])=[CH:19][C:13]=1[CH2:14][P:15](=[O:18])([O-:17])[O-:16])[CH3:11].[Na+].[Na+]>>[CH2:10]([C:12]1[C:22]([C:23]([CH3:25])([CH3:24])[CH3:26])=[C:21]([OH:27])[C:20]([C:28]([CH3:29])([CH3:31])[CH3:30])=[CH:19][C:13]=1[CH2:14][P:15](=[O:16])([O-:18])[O-:17])[CH3:11].[CH2:10]([C:12]1[C:22]([C:23]([CH3:25])([CH3:24])[CH3:26])=[C:21]([OH:27])[C:20]([C:28]([CH3:29])([CH3:31])[CH3:30])=[CH:19][C:13]=1[CH2:14][P:15](=[O:16])([O-:18])[O-:17])[CH3:11].[Mg+2:5].[Mg+2:5] |f:0.1.2,3.4.5,6.7.8.9|. Reported procedure: ml aqueous solution of 192 mg (0.75 mmol) magnesium nitrate.6H2O was added dropwise to 4 ml aqueous solution of 500 mg (1.4 mmol) sodium (o-ethyl 3,5-di-tert-butyl-4-hydroxybenzylphosphonate) (phosphorus compound C described above) at room temperature under stirring. After the mixture was stirred for 1 hour, the precipitates were collected by filtration, washed with water and dried to give magnesium bis(o-ethyl 3,5-di-tert-butyl-4-hydroxybenzylphosphonate), 359 mg (74%). The reactants are C(#N)C1CN(C1)C([C@@H](C)NC(=O)C1=CN(C2=NC=C(N=C21)Br)COCC[Si](C)(C)C)=O (2-bromo-5-(2-trimethylsilanyl-ethoxymethyl)-5H-pyrrolo[2,3-b]pyrazine-7-carboxylic acid [(R)-2-(3-cyano-azetidin-1-yl)-1-methyl-2-oxo-ethyl]-amide), CC=1C=CC=2N(C1)C=NC2[Sn](CCCC)(CCCC)CCCC (6-methyl-1-tributylstannanyl-imidazo[1,5-a]pyridine). Reagents/catalysts: C=1C=CC(=CC1)[P](C=2C=CC=CC2)(C=3C=CC=CC3)[Pd]([P](C=4C=CC=CC4)(C=5C=CC=CC5)C=6C=CC=CC6)([P](C=7C=CC=CC7)(C=8C=CC=CC8)C=9C=CC=CC9)[P](C=1C=CC=CC1)(C=1C=CC=CC1)C=1C=CC=CC1 (tetrakis(triphenylphosphine)palladium), [Cu]I (copper (I) iodide). Solvent: CN(C)C=O (DMF). Run at temperature 90 celsius, time 8 hour. The product is C(#N)C1CN(C1)C([C@@H](C)NC(=O)C1=CN(C2=NC=C(N=C21)C=2N=CN1C2C=CC(=C1)C)COCC[Si](C)(C)C)=O (2-(6-methyl-imidazo[1,5-a]pyridin-1-yl)-5-(2-trimethylsilanyl-ethoxymethyl)-5H-pyrrolo[2,3-b]pyrazine-7-carboxylic acid [(R)-2-(3-cyano-azetidin-1-yl)-1-methyl-2-oxo-ethyl]-amide). Yield: 87.7%. Reaction SMILES: [C:1]([CH:3]1[CH2:6][N:5]([C:7](=[O:31])[C@H:8]([NH:10][C:11]([C:13]2[C:21]3[C:16](=[N:17][CH:18]=[C:19](Br)[N:20]=3)[N:15]([CH2:23][O:24][CH2:25][CH2:26][Si:27]([CH3:30])([CH3:29])[CH3:28])[CH:14]=2)=[O:12])[CH3:9])[CH2:4]1)#[N:2].[CH3:32][C:33]1[CH:34]=[CH:35][C:36]2[N:37]([CH:39]=[N:40][C:41]=2[Sn](CCCC)(CCCC)CCCC)[CH:38]=1>CN(C=O)C.C1C=CC([P]([Pd]([P](C2C=CC=CC=2)(C2C=CC=CC=2)C2C=CC=CC=2)([P](C2C=CC=CC=2)(C2C=CC=CC=2)C2C=CC=CC=2)[P](C2C=CC=CC=2)(C2C=CC=CC=2)C2C=CC=CC=2)(C2C=CC=CC=2)C2C=CC=CC=2)=CC=1.[Cu]I>[C:1]([CH:3]1[CH2:6][N:5]([C:7](=[O:31])[C@H:8]([NH:10][C:11]([C:13]2[C:21]3[C:16](=[N:17][CH:18]=[C:19]([C:41]4[N:40]=[CH:39][N:37]5[CH:38]=[C:33]([CH3:32])[CH:34]=[CH:35][C:36]=45)[N:20]=3)[N:15]([CH2:23][O:24][CH2:25][CH2:26][Si:27]([CH3:30])([CH3:29])[CH3:28])[CH:14]=2)=[O:12])[CH3:9])[CH2:4]1)#[N:2] |^1:63,65,84,103|. Reported procedure: In a round-bottomed flask, 2-bromo-5-(2-trimethylsilanyl-ethoxymethyl)-5H-pyrrolo[2,3-b]pyrazine-7-carboxylic acid [(R)-2-(3-cyano-azetidin-1-yl)-1-methyl-2-oxo-ethyl]-amide (100 mg, 0.20 mmol) and 6-methyl-1-tributylstannyl-imidazo[1,5-a]pyridine (crude from step 5, 307 mg, 0.36 mmol) were dissolved in DMF (1.8 ml). The flask was evacuated and backfilled with argon then tetrakis(triphenylphosphine)palladium (0) (12 mg, 0.010 mmol) and copper (I) iodide (8 mg, 0.042 mmol) were added. The reactio... The reactants are CC(C)(C)OC(=O)N1CCCC1Cn1c(N)nc2ccc(-c3c(-c4ccc(F)cc4)nc4sccn34)cc21, ClCCl, O=C(O)C(F)(F)F. Product: Nc1nc2ccc(-c3c(-c4ccc(F)cc4)nc4sccn34)cc2n1CC1CCCN1. RXN SMILES: [C:1]([O:2][C:3](=[O:4])[N:8]1[CH:9]([CH2:13][n:14]2[c:15]([NH2:38])[n:16][c:17]3[c:18]2[cH:19][c:20](-[c:23]2[c:24](-[c:31]4[cH:32][cH:33][c:34]([F:37])[cH:35][cH:36]4)[n:25][c:26]4[s:27][cH:28][cH:29][n:30]24)[cH:21][cH:22]3)[CH2:10][CH2:11][CH2:12]1)([CH3:5])([CH3:6])[CH3:7].[Cl:46][CH2:47][Cl:48].[F:39][C:40]([F:41])([F:42])[C:43]([OH:44])=[O:45]>>[NH:8]1[CH:9]([CH2:13][n:14]2[c:15]([NH2:38])[n:16][c:17]3[c:18]2[cH:19][c:20](-[c:23]2[c:24](-[c:31]4[cH:32][cH:33][c:34]([F:37])[cH:35][cH:36]4)[n:25][c:26]4[s:27][cH:28][cH:29][n:30]24)[cH:21][cH:22]3)[CH2:10][CH2:11][CH2:12]1. Reactants: O=C([O-])O, CC1CCNCC1, ClCCl, CN1C(=O)CN=C(Cl)c2ccccc21, Cl, [Na+]. The product is CC1CCN(C2=NCC(=O)N(C)c3ccccc32)CC1. RXN SMILES: [C:23](=[O:24])([OH:25])[O-:26].[CH3:1][CH:2]1[CH2:3][CH2:4][NH:5][CH2:6][CH2:7]1.[Cl:28][CH2:29][Cl:30].[Cl:9][C:10]1=[N:11][CH2:12][C:13](=[O:22])[N:14]([CH3:21])[c:15]2[c:16]1[cH:17][cH:18][cH:19][cH:20]2.[ClH:8].[Na+:27]>>[CH3:1][CH:2]1[CH2:3][CH2:4][N:5]([C:10]2=[N:11][CH2:12][C:13](=[O:22])[N:14]([CH3:21])[c:15]3[c:16]2[cH:17][cH:18][cH:19][cH:20]3)[CH2:6][CH2:7]1. The reactants are N(N)C=1C=C(C=CC1)CC(=O)N1CCOCC1 (2-(3-Hydrazinophenyl)-1-morpholin-4-yl-ethanone), CC(C(CC#N)=O)(C)C (4,4-dimethyl-3-oxopentanenitrile), C(O)([O-])=O.[Na+] (sodium hydrogen carbonate). The solvent is C(C)O (ethanol), Cl (HCl). Product: C(C)(C)(C)C1=NN(C(=C1)N)C=1C=C(C=CC1)CC(=O)N1CCOCC1 (2-[3-(3-tert-butyl-5-amino-1H-pyrazol-1-yl)phenyl]-1-morpholinoethanone). Isolated yield 91.6%. RXN SMILES: [NH:1]([C:3]1[CH:4]=[C:5]([CH2:9][C:10]([N:12]2[CH2:17][CH2:16][O:15][CH2:14][CH2:13]2)=[O:11])[CH:6]=[CH:7][CH:8]=1)[NH2:2].[CH3:18][C:19]([CH3:26])([CH3:25])[C:20](=O)[CH2:21][C:22]#[N:23].C(=O)([O-])O.[Na+]>C(O)C.Cl>[C:19]([C:20]1[CH:21]=[C:22]([NH2:23])[N:1]([C:3]2[CH:4]=[C:5]([CH2:9][C:10]([N:12]3[CH2:17][CH2:16][O:15][CH2:14][CH2:13]3)=[O:11])[CH:6]=[CH:7][CH:8]=2)[N:2]=1)([CH3:26])([CH3:25])[CH3:18] |f:2.3|. Reported procedure: To a stirred suspension of (3-nitro-phenyl)-acetic acid (2 g) in CH2Cl2 (40 ml, with a catalytic amount of DMF) at 0° C. under N2 was added oxalyl chloride (1.1 ml) drop wise. The reaction mixture was stirred for 40 min morpholine (2.5 g) was added. After stirring for 20 min, the reaction mixture was filtered. The filtrate was concentrated in vacuo to yield 1-morpholin-4-yl-2-(3-nitro-phenyl)-ethanone as a solid (2 g). A mixture of 1-morpholin-4-yl-2-(3-nitro-phenyl)-ethanone (2 g) and 10% Pd on...